Dataset: the Open Reaction Database (ORD), a public repository of structured organic reaction records. Task: describe an organic reaction: reactants, conditions, products, and yield Starting materials: C1CCOC1, CC(C)[N-]C(C)C, FC(F)(F)c1cc(Cl)ncn1, COc1nc(Cl)ncc1C=O, [Li+]. Yields the product COc1nc(Cl)ncc1C(O)c1c(Cl)ncnc1C(F)(F)F. Reaction SMILES: [CH2:31]1[O:32][CH2:33][CH2:34][CH2:35]1.[CH:12]([N-:13][CH:14]([CH3:15])[CH3:16])([CH3:17])[CH3:18].[Cl:1][c:2]1[n:3][cH:4][n:5][c:6]([C:8]([F:9])([F:10])[F:11])[cH:7]1.[Cl:20][c:21]1[n:22][cH:23][c:24]([CH:29]=[O:30])[c:25]([O:27][CH3:28])[n:26]1.[Li+:19]>>[Cl:1][c:2]1[n:3][cH:4][n:5][c:6]([C:8]([F:9])([F:10])[F:11])[c:7]1[CH:29]([c:24]1[cH:23][n:22][c:21]([Cl:20])[n:26][c:25]1[O:27][CH3:28])[OH:30]. The reactants are NC1=CC=C(CCN2CCC(CC2)N2CCC3=CC=CC=C23)C=C1 (1-[1-(4-Aminophenethyl)piperidin-4-yl]indoline), aqueous solution, C([O-])([O-])=O.[K+].[K+] (potassium carbonate), C(C)(=O)Cl (acetyl chloride), resultant solution. Solvent: C(Cl)Cl (methylene chloride). Reaction conditions: time 45 minute. Yields the product C(C)(=O)NC1=CC=C(CCN2CCC(CC2)N2CCC3=CC=CC=C23)C=C1 (1-[1-(4-acetamidophenethyl)piperidin-4-yl]indoline). RXN SMILES: [NH2:1][C:2]1[CH:24]=[CH:23][C:5]([CH2:6][CH2:7][N:8]2[CH2:13][CH2:12][CH:11]([N:14]3[C:22]4[C:17](=[CH:18][CH:19]=[CH:20][CH:21]=4)[CH2:16][CH2:15]3)[CH2:10][CH2:9]2)=[CH:4][CH:3]=1.[C:25](Cl)(=[O:27])[CH3:26].C(=O)([O-])[O-].[K+].[K+]>C(Cl)Cl>[C:25]([NH:1][C:2]1[CH:3]=[CH:4][C:5]([CH2:6][CH2:7][N:8]2[CH2:9][CH2:10][CH:11]([N:14]3[C:22]4[C:17](=[CH:18][CH:19]=[CH:20][CH:21]=4)[CH2:16][CH2:15]3)[CH2:12][CH2:13]2)=[CH:23][CH:24]=1)(=[O:27])[CH3:26] |f:2.3.4|. Procedure: 1-[1-(4-Aminophenethyl)piperidin-4-yl]indoline (310 mg) was dissolved in methylene chloride (3 ml). Under ice cooling, acetyl chloride (0.103 ml) was added to the resultant solution followed by stirring the obtained mixture for 45 min. After adding a 10% aqueous solution of potassium carbonate, the reaction solution was extracted with ethyl acetate. Then the organic layer was washed with brine and dried over magnesium sulfate. After evaporating the solvent, the resulting residue was purified by ... The reactants are N[C@@H](CC1=CNC2=CC=CC=C12)C(=O)NCC1=CC=CC=C1 (Trp-NHCH2Ph), C=1C=CC2=C(C1)N=NN2O (HOBt), N([C@@H](CC1=CC=C(C=C1)OCC1=CC=CC=C1)C(=O)N[C@@H](CC(N)=O)C(=O)O)C(=O)OC(C)(C)C (N-Boc-Tyr(Bn)-Asn-OH), C(CCl)Cl (EDC). Run in C(Cl)Cl.CN(C)C=O (CH2Cl2 DMF). Product: N([C@@H](CC1=CC=C(C=C1)OCC1=CC=CC=C1)C(=O)N[C@@H](CC(N)=O)C(=O)N[C@@H](CC1=CNC2=CC=CC=C12)C(=O)NCC1=CC=CC=C1)C(=O)OC(C)(C)C (N-Boc-Tyr(Bn)-Asn-Trp-NHCH2Ph). The yield is 47.7%. As a reaction SMILES: [NH2:1][C@H:2]([C:13]([NH:15][CH2:16][C:17]1[CH:22]=[CH:21][CH:20]=[CH:19][CH:18]=1)=[O:14])[CH2:3][C:4]1[C:12]2[C:7](=[CH:8][CH:9]=[CH:10][CH:11]=2)[NH:6][CH:5]=1.[NH:23]([C:51]([O:53][C:54]([CH3:57])([CH3:56])[CH3:55])=[O:52])[C@H:24]([C:40]([NH:42][C@H:43]([C:48](O)=[O:49])[CH2:44][C:45](=[O:47])[NH2:46])=[O:41])[CH2:25][C:26]1[CH:31]=[CH:30][C:29]([O:32][CH2:33][C:34]2[CH:39]=[CH:38][CH:37]=[CH:36][CH:35]=2)=[CH:28][CH:27]=1.C(Cl)CCl.C1C=CC2N(O)N=NC=2C=1>C(Cl)Cl.CN(C=O)C>[NH:23]([C:51]([O:53][C:54]([CH3:57])([CH3:56])[CH3:55])=[O:52])[C@H:24]([C:40]([NH:42][C@H:43]([C:48]([NH:1][C@H:2]([C:13]([NH:15][CH2:16][C:17]1[CH:22]=[CH:21][CH:20]=[CH:19][CH:18]=1)=[O:14])[CH2:3][C:4]1[C:12]2[C:7](=[CH:8][CH:9]=[CH:10][CH:11]=2)[NH:6][CH:5]=1)=[O:49])[CH2:44][C:45](=[O:47])[NH2:46])=[O:41])[CH2:25][C:26]1[CH:31]=[CH:30][C:29]([O:32][CH2:33][C:34]2[CH:39]=[CH:38][CH:37]=[CH:36][CH:35]=2)=[CH:28][CH:27]=1 |f:4.5|. Procedure: compound A416. Same procedure as above with Trp-NHCH2Ph (63.03 mg, 0.215 mmol), N-Boc-Tyr(Bn)-Asn-OH (105.0 mg, 0.216 mmol), EDC (44 mg, 0.226 mmol) and HOBt (31 mg, 0.226 mmol) in CH2Cl2/DMF (1.5 mL/1.5 mL). After treatment, the crude residue was triturated with CH2Cl2/pentane to afford a white solid (78 mg, 48%). 1H NMR (300 MHz, DMSO-d6) δ 1H NMR (300 MHz, DMSO-d6) δ 1.29 (s, 9H, (CH3)3), 2.30-3.26 (m, 6H, CH2 Tyr, CH2 Trp, CH2 Asn), 4.08 (m, 1H, CHα), 4.24 (s, 2H, NCH2Ph), 4.49 (m, 1H, CHα),... The reactants are BrC1=CC(=C(C=C1)C1=CC2=C(N=C(N=C2)NC2=CC=C(C=C2)N2CCN(CC2)C)N(C1=O)CC)Cl (6-(4-bromo-2-chlorophenyl)-8-ethyl-2-(4-(4-methylpiperazin-1-yl)-phenylamino)pyrido[2,3-d]pyrimidin-7(8H)-one), S1C(=CC=C1)B(O)O (thiophene-2-boronic acid), [O-]P(=O)([O-])[O-].[K+].[K+].[K+] (K3PO4). Reagents/catalysts: C1=CC=C(C=C1)P([C-]2C=CC=C2)C3=CC=CC=C3.C1=CC=C(C=C1)P([C-]2C=CC=C2)C3=CC=CC=C3.Cl[Pd]Cl.[Fe+2] (PdCl2(dppf)). Conditions: temperature 140 celsius. Product: ClC1=C(C=CC(=C1)C=1SC=CC1)C1=CC2=C(N=C(N=C2)NC2=CC=C(C=C2)N2CCN(CC2)C)N(C1=O)CC (6-[2-chloro-4-(thiophen-2-yl)phenyl]-8-ethyl-2-(4-(4-methylpiperazin-1-yl)phenylamino)pyrido[2,3-d]pyrimidin-7(8H)-one). Isolated yield 100.0%. As a reaction SMILES: Br[C:2]1[CH:7]=[CH:6][C:5]([C:8]2[C:31](=[O:32])[N:30]([CH2:33][CH3:34])[C:11]3[N:12]=[C:13]([NH:16][C:17]4[CH:22]=[CH:21][C:20]([N:23]5[CH2:28][CH2:27][N:26]([CH3:29])[CH2:25][CH2:24]5)=[CH:19][CH:18]=4)[N:14]=[CH:15][C:10]=3[CH:9]=2)=[C:4]([Cl:35])[CH:3]=1.[S:36]1[CH:40]=[CH:39][CH:38]=[C:37]1B(O)O.[O-]P([O-])([O-])=O.[K+].[K+].[K+]>C1C=CC(P(C2C=CC=CC=2)[C-]2C=CC=C2)=CC=1.C1C=CC(P(C2C=CC=CC=2)[C-]2C=CC=C2)=CC=1.Cl[Pd]Cl.[Fe+2]>[Cl:35][C:4]1[CH:3]=[C:2]([C:37]2[S:36][CH:40]=[CH:39][CH:38]=2)[CH:7]=[CH:6][C:5]=1[C:8]1[C:31](=[O:32])[N:30]([CH2:33][CH3:34])[C:11]2[N:12]=[C:13]([NH:16][C:17]3[CH:22]=[CH:21][C:20]([N:23]4[CH2:28][CH2:27][N:26]([CH3:29])[CH2:25][CH2:24]4)=[CH:19][CH:18]=3)[N:14]=[CH:15][C:10]=2[CH:9]=1 |f:2.3.4.5,6.7.8.9|. Procedure: 6-(4-Bromo-2-chlorophenyl)-8-ethyl-2-(4-(4-methylpiperazin-1-yl)phenylamino)pyrido[2,3-d]pyrimidin-7(8H)-one (12, 50 mg, 0.09 mmol), thiophene-2-boronic acid (35 mg, 0.27 mmol), K3PO4 (57 mg, 0.27 mmol) and PdCl2(dppf) (7 mg, 0.01 mmol) were mixed as solids and placed under argon. Argon was bubbled through a mixture of dimethylformamide:water (20:1, 2.0 mL) for 20 min. The solvent was added to the solid and the suspension was heated under microwave irradiation at 140° C. for 30 min. The reaction... Reactants: CN(CCN1CCN(CC1)C)CC1=CC=C(C=C1)B1OC(C(O1)(C)C)(C)C (N-Methyl-2-(4-methylpiperazin-1-yl)-N-(4-(4,4,5,5-tetramethyl-1,3,2-dioxaborolan-2-yl)benzyl)ethanamine), [F-].[Cs+] (CsF), nitro, BrC1=CC2=NC=CC(=C2S1)OC1=C(C=C(C=C1)[N+](=O)[O-])F (2-Bromo-7-(2-fluoro-4-nitro-phenoxy)-thieno[3,2-b]pyridine), C(=O)(O)[O-].[Na+] (NaHCO3). Reagents/catalysts: C=1C=CC(=CC1)[P](C=2C=CC=CC2)(C=3C=CC=CC3)[Pd]([P](C=4C=CC=CC4)(C=5C=CC=CC5)C=6C=CC=CC6)([P](C=7C=CC=CC7)(C=8C=CC=CC8)C=9C=CC=CC9)[P](C=1C=CC=CC1)(C=1C=CC=CC1)C=1C=CC=CC1 (Pd(PPh3)4). Run in COCCOC (DME), COCCOC (DME), O (water). Product: FC1=C(OC2=C3C(=NC=C2)C=C(S3)C3=CC=C(CN(CCN2CCN(CC2)C)C)C=C3)C=CC(=C1)[N+](=O)[O-] (N-(4-(7-(2-fluoro-4-nitrophenoxy)thieno[3,2-b]pyridin-2-yl)benzyl)-N-methyl-2-(4-methylpiperazin-1-yl)ethanamine). The yield is 38.9%. RXN SMILES: Br[C:2]1[S:10][C:9]2[C:4](=[N:5][CH:6]=[CH:7][C:8]=2[O:11][C:12]2[CH:17]=[CH:16][C:15]([N+:18]([O-:20])=[O:19])=[CH:14][C:13]=2[F:21])[CH:3]=1.[CH3:22][N:23]([CH2:33][C:34]1[CH:39]=[CH:38][C:37](B2OC(C)(C)C(C)(C)O2)=[CH:36][CH:35]=1)[CH2:24][CH2:25][N:26]1[CH2:31][CH2:30][N:29]([CH3:32])[CH2:28][CH2:27]1.[F-].[Cs+].C([O-])(O)=O.[Na+]>COCCOC.O.C1C=CC([P]([Pd]([P](C2C=CC=CC=2)(C2C=CC=CC=2)C2C=CC=CC=2)([P](C2C=CC=CC=2)(C2C=CC=CC=2)C2C=CC=CC=2)[P](C2C=CC=CC=2)(C2C=CC=CC=2)C2C=CC=CC=2)(C2C=CC=CC=2)C2C=CC=CC=2)=CC=1>[F:21][C:13]1[CH:14]=[C:15]([N+:18]([O-:20])=[O:19])[CH:16]=[CH:17][C:12]=1[O:11][C:8]1[CH:7]=[CH:6][N:5]=[C:4]2[CH:3]=[C:2]([C:37]3[CH:38]=[CH:39][C:34]([CH2:33][N:23]([CH3:22])[CH2:24][CH2:25][N:26]4[CH2:27][CH2:28][N:29]([CH3:32])[CH2:30][CH2:31]4)=[CH:35][CH:36]=3)[S:10][C:9]=12 |f:2.3,4.5,^1:66,68,87,106|. Procedure: To a mixture of the nitro compound 50 (440 mg, 1.19 mmol) in DME (20 ml) was added the boronate 75 (667 mg, 1.5 eq, 1.79 mmol), CsF (542 mg, 3 eq, 3.57 mmol) and Pd(PPh3)4 (139 mg, 0.1 eq, 0.19 mmol) were suspended in DME (30 ml) and NaHCO3 (100 mg, 3 eq, 3.57 mmol), dissolved in the minimum amount of water, was added. The mixture was deaerated by bubbling N2 through the solution for 10 min, heated to reflux for 4 hrs. The mixture was cooled to room temperature, diluted with EtOAc and water then... Reactants: CC(C)(C)OC(=O)C(Br)c1ccccc1, CCOC(C)=O, [Cl-], [H-], CC(C)(C)OC(=O)n1c(=O)[nH]c2cc(I)ccc21, [NH4+], [Na+], CN(C)C=O. Yields the product CC(C)(C)OC(=O)C(c1ccccc1)n1c(=O)n(C(=O)OC(C)(C)C)c2ccc(I)cc21. RXN SMILES: [Br:21][CH:22]([C:23](=[O:24])[O:25][C:26]([CH3:27])([CH3:28])[CH3:29])[c:30]1[cH:31][cH:32][cH:33][cH:34][cH:35]1.[CH3:43][CH2:44][O:45][C:46](=[O:47])[CH3:48].[Cl-:36].[H-:19].[I:1][c:2]1[cH:3][c:4]2[c:5]([n:6]([C:10](=[O:11])[O:12][C:13]([CH3:14])([CH3:15])[CH3:16])[c:7](=[O:9])[nH:8]2)[cH:17][cH:18]1.[NH4+:37].[Na+:20].[O:38]=[CH:39][N:40]([CH3:41])[CH3:42]>>[I:1][c:2]1[cH:3][c:4]2[c:5]([n:6]([C:10](=[O:11])[O:12][C:13]([CH3:14])([CH3:15])[CH3:16])[c:7](=[O:9])[n:8]2[CH:22]([C:23](=[O:24])[O:25][C:26]([CH3:27])([CH3:28])[CH3:29])[c:30]2[cH:31][cH:32][cH:33][cH:34][cH:35]2)[cH:17][cH:18]1. Starting materials: CCO, Cc1c(Cl)cccc1OCC#N, Cl, NO, [Na+], [OH-], O. Product: Cc1c(Cl)cccc1OCC(N)=NO. As a reaction SMILES: [CH3:18][CH2:19][OH:20].[Cl:1][c:2]1[c:3]([CH3:12])[c:4]([O:5][CH2:6][C:7]#[N:8])[cH:9][cH:10][cH:11]1.[ClH:13].[NH2:14][OH:15].[Na+:17].[OH-:16].[OH2:21]>>[Cl:1][c:2]1[c:3]([CH3:12])[c:4]([O:5][CH2:6][C:7]([NH2:8])=[N:14][OH:15])[cH:9][cH:10][cH:11]1. Starting materials: C1(=CC=CC=C1)S(=O)(=O)Cl (benzenesulphonic acid chloride), O (water), [H-].[Na+] (sodium hydride), N1C=CC2=CC=CC=C12 (indole). Solvent: C1CCOC1 (THF), CCOC(=O)C (EtOAc). Run at time 15 minute. Product: C1(=CC=CC=C1)S(=O)(=O)N1C=CC2=CC=CC=C12 (1-benzenesulphonyl-1H-indole). Reaction SMILES: [H-].[Na+].[NH:3]1[C:11]2[C:6](=[CH:7][CH:8]=[CH:9][CH:10]=2)[CH:5]=[CH:4]1.[C:12]1([S:18](Cl)(=[O:20])=[O:19])[CH:17]=[CH:16][CH:15]=[CH:14][CH:13]=1.O>C1COCC1.CCOC(C)=O>[C:12]1([S:18]([N:3]2[C:11]3[C:6](=[CH:7][CH:8]=[CH:9][CH:10]=3)[CH:5]=[CH:4]2)(=[O:20])=[O:19])[CH:17]=[CH:16][CH:15]=[CH:14][CH:13]=1 |f:0.1|. Procedure details: 0.89 g (22.2 mmol) sodium hydride (60%) were added to 2.0 g (17.1 mmol) indole in 30 mL THF while cooling with an ice bath and the mixture was stirred for 15 min at this temperature. Then 2.2 mL (17.0 mmol) benzenesulphonic acid chloride were added and the mixture was stirred overnight at RT. The reaction mixture was combined with water and EtOAc and extracted several times with EtOAc. The combined organic phases were dried on sodium sulphate and evaporated down. Run at time 8 hour. Starting materials: OO (hydrogen peroxide), N1=C(C=CC(=C1)C)C (2,5-lutidine), OO (hydrogen peroxide). Reaction SMILES: [OH:1]O.[N:3]1[CH:8]=[C:7]([CH3:9])[CH:6]=[CH:5][C:4]=1[CH3:10]>C(O)(=O)C>[CH3:10][C:4]1[CH:5]=[CH:6][C:7]([CH3:9])=[CH:8][N+:3]=1[O-:1]. Run in C(C)(=O)O (acetic acid). Procedure details: 400 ml of 30% hydrogen peroxide were added dropwise at room temperature to 321.5 g of 2,5-lutidine (2,5-dimethylpyridine) in 1800 ml of glacial acetic acid. The solution was stirred at 80° overnight, then cooled to 40° , treated once more with 400 ml of 30% hydrogen peroxide and heated to 80° for a further 24 hours. After evaporation in vacuo the residue was dissolved in 300 ml of water. The solution was made basic with concentrated sodium hydroxide solution while cooling, saturated with sodium ... The product is CC1=[N+](C=C(C=C1)C)[O-] (2,5-dimethylpyridine 1-oxide). Reactants: C(C)O (ethanol), [N+](=O)([O-])C1=C(C=C(C(=O)OCC)C=C1)NC(CCCC(C)C)=O (ethyl 4-nitro-3-(N-i-propylbutyrylamino)benzoate), reduced iron. Run in C(C)(=O)O (acetic acid). The product is NC1=C(C=C(C(=O)OCC)C=C1)NC(CCCC(C)C)=O (ethyl 4-amino-3-(N-i-propylbutyrylamino)benzoate). Isolated yield 25.4%. Reaction SMILES: C(O)C.[N+:4]([C:7]1[CH:17]=[CH:16][C:10]([C:11]([O:13][CH2:14][CH3:15])=[O:12])=[CH:9][C:8]=1[NH:18][C:19](=[O:26])[CH2:20][CH2:21][CH2:22][CH:23]([CH3:25])[CH3:24])([O-])=O>C(O)(=O)C>[NH2:4][C:7]1[CH:17]=[CH:16][C:10]([C:11]([O:13][CH2:14][CH3:15])=[O:12])=[CH:9][C:8]=1[NH:18][C:19](=[O:26])[CH2:20][CH2:21][CH2:22][CH:23]([CH3:25])[CH3:24]. Procedure: A solution of 2.00 g of ethyl 3-butyrylamino-4-nitrobenzoate in 10 ml of N,N-dimethylformamide was added dropwise to a slurry of 0.428 g of 60% sodium hydride and 10 ml of N,N-dimethylformamide at room temperature, and the mixture was stirred for 30 minutes. A solution of 1.46 g of isopropyl iodide in 10 ml of N,N-dimethylformamide was then added dropwise thereto, and the mixture was stirred at 100° C. for 5 days. The reaction solution was poured into a mixed solution of 80 g of dilute hydrochlo...